Dataset: the Open Reaction Database (ORD), a public repository of structured organic reaction records. Task: describe an organic reaction: reactants, conditions, products, and yield Starting materials: ClC=1C(=CC=2C(=NC=3N(C=C(C(C3C2)=O)C(=O)O)C)C1)F (8-chloro-7-fluoro-1-methyl-4-oxo-1,4-dihydrobenzo[b][1,8]naphthyridine-3-carboxylic acid), C(C1=CC=CC=C1)N1CCNCC1 (N-benzylpiperazine). The solvent is N1=CC=CC=C1 (pyridine). The product is FC1=CC=2C(=NC=3N(C=C(C(C3C2)=O)C(=O)O)C)C=C1N1CCN(CC1)CC1=CC=CC=C1 (7-fluoro-8-[4-benzylpiperazin-1-yl]-1-methyl-4-oxo-1,4-dihydrobenzo[b][1,8]naphthyridine-3-carboxylic acid). Isolated yield 48.1%. As a reaction SMILES: Cl[C:2]1[C:3]([F:21])=[CH:4][C:5]2[C:6]([CH:20]=1)=[N:7][C:8]1[N:9]([CH3:19])[CH:10]=[C:11]([C:16]([OH:18])=[O:17])[C:12](=[O:15])[C:13]=1[CH:14]=2.[CH2:22]([N:29]1[CH2:34][CH2:33][NH:32][CH2:31][CH2:30]1)[C:23]1[CH:28]=[CH:27][CH:26]=[CH:25][CH:24]=1>N1C=CC=CC=1>[F:21][C:3]1[C:2]([N:32]2[CH2:33][CH2:34][N:29]([CH2:22][C:23]3[CH:24]=[CH:25][CH:26]=[CH:27][CH:28]=3)[CH2:30][CH2:31]2)=[CH:20][C:6]2=[N:7][C:8]3[N:9]([CH3:19])[CH:10]=[C:11]([C:16]([OH:18])=[O:17])[C:12](=[O:15])[C:13]=3[CH:14]=[C:5]2[CH:4]=1. Procedure: 7-Fluoro-8-[4-benzylpiperazin-1-yl]-1-methyl-4-oxo-1,4-dihydrobenzo[b][1,8]-naphthyridine-3-carboxylic acid was prepared under the conditions of Example 2, but from 2 g of 8-chloro-7-fluoro-1-methyl-4-oxo-1,4-dihydrobenzo[b][1,8]naphthyridine-3-carboxylic acid and 4.6 g of N-benzylpiperazine in 20 cm3 of pyridine. After recrystallizing twice from 25 cm3 of dimethylformamide on each occasion, 1.4 g of 7-fluoro-8-[4-benzylpiperazin-1-yl]-1-methyl-4-oxo-1,4-dihydrobenzo[b][1,8]naphthyridine-3-carbo... Reactants: C(=CCCCCC)C1C2CC(CC12)OC1OCCCC1 (6-(1-heptenyl)-3-[(tetrahydropyran-2-yl)oxy]bicyclo[3.1.0]hexane), C(C(=O)O)(=O)O (oxalic acid). Run in CO (methanol). Yields the product C(=CCCCCC)C1C2CC(CC12)O (6-(1-heptenyl)bicyclo[3.1.0]hexan-3-ol). RXN SMILES: [CH:1]([CH:8]1[CH:13]2[CH:9]1[CH2:10][CH:11]([O:14]C1CCCCO1)[CH2:12]2)=[CH:2][CH2:3][CH2:4][CH2:5][CH2:6][CH3:7].C(O)(=O)C(O)=O>CO>[CH:1]([CH:8]1[CH:13]2[CH:9]1[CH2:10][CH:11]([OH:14])[CH2:12]2)=[CH:2][CH2:3][CH2:4][CH2:5][CH2:6][CH3:7]. Reported procedure: A solution of 8.5 g. of 6-(1-heptenyl)-3-[(tetrahydropyran-2-yl)oxy]bicyclo[3.1.0]hexane (from Example 12) and 700 mg. of oxalic acid in 350 ml. of methanol is stirred at room temperature (about 25° C.) for 7 days. The solution is then evaporated and the residue extracted with diethyl ether. Evaporation of the ether solution gives a quantitative yield of 6-(1-heptenyl)bicyclo[3.1.0]hexan-3-ol; γ 3375, 3050, 3025, 1625, 1070, 1020, 960, 850 and 725 cm-1.; γ max 197 mmu (heptane), γ 5.2, 4.8 p.p.m... Procedure: Following the procedure as described in Example 10, making variations as necessary to replace phenylacetylene with 3-ethynylpyridine to react with 2-azido-N-benzyl-4-methylthiazole-5-carboxamide, the title compound was obtained as a white solid in 13% yield: mp 117-119° C. (methanol/hexanes); 1H NMR (300 MHz, DMSO-d6) δ 9.65 (s, 1H), 9.04 (t, J=3.0 Hz, 1H), 8.42 (d, J=6.0 Hz, 1H), 7.71 (d, J=6.0 Hz, 1H), 7.39-7.27 (m, 7H), 4.48 (d, J=6.0 Hz, 2H), 2.66 (s, 3H); MS (ES+) m/z 377.3 (M+1). As a reaction SMILES: C1(C#C)C=CC=CC=1.[C:9]([C:11]1[CH:12]=[N:13][CH:14]=[CH:15][CH:16]=1)#[CH:10].[N:17]([C:20]1[S:21][C:22]([C:26]([NH:28][CH2:29][C:30]2[CH:35]=[CH:34][CH:33]=[CH:32][CH:31]=2)=[O:27])=[C:23]([CH3:25])[N:24]=1)=[N+:18]=[N-:19]>>[CH2:29]([NH:28][C:26]([C:22]1[S:21][C:20]([N:17]2[CH:10]=[C:9]([C:11]3[CH:12]=[N:13][CH:14]=[CH:15][CH:16]=3)[N:19]=[N:18]2)=[N:24][C:23]=1[CH3:25])=[O:27])[C:30]1[CH:31]=[CH:32][CH:33]=[CH:34][CH:35]=1. The yield is 13.0%. Reactants: C1(=CC=CC=C1)C#C (phenylacetylene), C(#C)C=1C=NC=CC1 (3-ethynylpyridine), N(=[N+]=[N-])C=1SC(=C(N1)C)C(=O)NCC1=CC=CC=C1 (2-azido-N-benzyl-4-methylthiazole-5-carboxamide). Yields the product C(C1=CC=CC=C1)NC(=O)C1=C(N=C(S1)N1N=NC(=C1)C=1C=NC=CC1)C (N-benzyl-4-methyl-2-(4-(pyridin-3-yl)-1H-1,2,3-triazol-1-yl)thiazole-5-carboxamide). Starting materials: [N+](=O)([O-])C=1C=C(NC(C2=CC=C(C=C2)N(C)C)=O)C=CC1[N+](=O)[O-] (3,4-dinitro-N-(4-dimethylaminobenzoyl)aniline), O1C=CC2=C1C=CC(=C2)C=O (benzofuran-5-carboxaldehyde). Product: O1C=CC2=C1C=CC(=C2)C2=NC1=C(N2)C=CC(=C1)NC(C1=CC=C(C=C1)N(C)C)=O (N-(2-(benzofuran-5-yl)-1H-benzo[d]imidazol-5-yl)-4-(dimethylamino)benzamide). As a reaction SMILES: [N+:1]([C:4]1[CH:5]=[C:6]([CH:19]=[CH:20][C:21]=1[N+:22]([O-])=O)[NH:7][C:8](=[O:18])[C:9]1[CH:14]=[CH:13][C:12]([N:15]([CH3:17])[CH3:16])=[CH:11][CH:10]=1)([O-])=O.[O:25]1[C:29]2[CH:30]=[CH:31][C:32]([CH:34]=O)=[CH:33][C:28]=2[CH:27]=[CH:26]1>>[O:25]1[C:29]2[CH:30]=[CH:31][C:32]([C:34]3[NH:22][C:21]4[CH:20]=[CH:19][C:6]([NH:7][C:8](=[O:18])[C:9]5[CH:14]=[CH:13][C:12]([N:15]([CH3:17])[CH3:16])=[CH:11][CH:10]=5)=[CH:5][C:4]=4[N:1]=3)=[CH:33][C:28]=2[CH:27]=[CH:26]1. Procedure: Compound 188 was prepared according to the procedure similar to that described in Scheme III from 3,4-dinitro-N-(4-dimethylaminobenzoyl)aniline and benzofuran-5-carboxaldehyde. [M+H]+ calcd for C24H20N4O2: 397.16; found: 397.52. Starting materials: C(C)(C)(C)OC(C(C)(C)SC=1SC=C(N1)CCN(CCCCCCC)C1=CC=C(C=C1)Cl)=O (2-[(4-{2-[(4-chlorophenyl)(heptyl)amino]ethyl}-1,3-thiazol-2-yl)thio]-2-methylpropionic acid tert-butyl ester), FC(C(=O)O)(F)F (trifluoroacetic acid). The solvent is ClCCl (dichloromethane). Run at time 20 hour. Yields the product ClC1=CC=C(C=C1)N(CCC=1N=C(SC1)SC(C(=O)O)(C)C)CCCCCCC (2-[(4-{2-[(4-chlorophenyl)(heptyl)amino]ethyl}-1,3-thiazol-2-yl)thio]-2-methylpropionic acid). Yield: 101.1%. As a reaction SMILES: C([O:5][C:6](=[O:33])[C:7]([S:10][C:11]1[S:12][CH:13]=[C:14]([CH2:16][CH2:17][N:18]([C:26]2[CH:31]=[CH:30][C:29]([Cl:32])=[CH:28][CH:27]=2)[CH2:19][CH2:20][CH2:21][CH2:22][CH2:23][CH2:24][CH3:25])[N:15]=1)([CH3:9])[CH3:8])(C)(C)C.FC(F)(F)C(O)=O>ClCCl>[Cl:32][C:29]1[CH:30]=[CH:31][C:26]([N:18]([CH2:19][CH2:20][CH2:21][CH2:22][CH2:23][CH2:24][CH3:25])[CH2:17][CH2:16][C:14]2[N:15]=[C:11]([S:10][C:7]([CH3:8])([CH3:9])[C:6]([OH:33])=[O:5])[S:12][CH:13]=2)=[CH:27][CH:28]=1. Procedure: 2-[(4-{2-[(4-Chlorophenyl)(heptyl)amino]ethyl}-1,3-thiazol-2-yl)thio]-2-methylpropionic acid tert-butyl ester (1.1 g) obtained in Example 286-3 was dissolved in dichloromethane (20 mL), trifluoroacetic acid (4.0 mL) was added, and the mixture was stirred at room temperature for 20 hr. The reaction mixture was concentrated under reduced pressure, and the residue was purified by silica gel chromatography (elution solvent; hexane:ethyl acetate=3:1 to 1:1) to give the title compound (0.99 g) as a co... The reactants are COc1cccc(OCCCCC#N)c1C=O, Cl, [I-], [I-], [Mg+2], C1CCOC1. Yields the product N#CCCCCOc1cccc(O)c1C=O. Reaction SMILES: [CH:1](=[O:2])[c:3]1[c:4]([O:5][CH2:6][CH2:7][CH2:8][CH2:9][C:10]#[N:11])[cH:12][cH:13][cH:14][c:15]1[O:16][CH3:17].[ClH:21].[I-:18].[I-:20].[Mg+2:19].[O:22]1[CH2:23][CH2:24][CH2:25][CH2:26]1>>[CH:1](=[O:2])[c:3]1[c:4]([O:5][CH2:6][CH2:7][CH2:8][CH2:9][C:10]#[N:11])[cH:12][cH:13][cH:14][c:15]1[OH:16].